Task: describe an organic reaction: reactants, conditions, products, and yield. Dataset: the Open Reaction Database (ORD), a public repository of structured organic reaction records The reactants are O (Water), S(=O)(=O)(O)O.NC(S)=N (isothiourea sulfate), CC(=O)[O-].[Na+] (NaOAc), C(C)OC(C(=CN(C)C)C(C1=C(C=CC=C1)F)=O)=O (3-Dimethylamino-2-(2-fluoro-benzoyl)-acrylic acid ethyl ester). Solvent: CN(C)C=O (DMF). Conditions: temperature 85 celsius. Yields the product C(C)OC(=O)C=1C(=NC(=NC1)SC)C1=C(C=CC=C1)F (4-(2-fluoro-phenyl)-2-methylsulfanyl-pyrimidine-5-carboxylic acid ethyl ester). RXN SMILES: [CH2:1]([O:3][C:4](=[O:19])[C:5]([C:10](=O)[C:11]1[CH:16]=[CH:15][CH:14]=[CH:13][C:12]=1[F:17])=[CH:6]N(C)C)[CH3:2].S(O)(O)(=O)=O.[NH2:25][C:26](=[NH:28])[SH:27].[CH3:29]C([O-])=O.[Na+].O>CN(C=O)C>[CH2:1]([O:3][C:4]([C:5]1[C:10]([C:11]2[CH:16]=[CH:15][CH:14]=[CH:13][C:12]=2[F:17])=[N:28][C:26]([S:27][CH3:29])=[N:25][CH:6]=1)=[O:19])[CH3:2] |f:1.2,3.4|. Procedure details: 3-Dimethylamino-2-(2-fluoro-benzoyl)-acrylic acid ethyl ester was dissolved in DMF (100 mL). To the solution was added isothiourea sulfate (18.92 g, 68.0 mmol) and NaOAc (23.24 g, 0.28 mol). The reaction mixture was heated at 80-90° C. overnight. Water was added to the cooled solution. The product was extracted with EtOAc (3×100 mL). The combined organic layers were washed with a saturated aqueous NaHCO3 solution and water, dried over Na2SO4, and concentrated. The crude product was purified by c...